This data is from the Open Reaction Database (ORD), a public repository of structured organic reaction records. The task is: describe an organic reaction: reactants, conditions, products, and yield The reactants are CCCC(CCC)c1cc(C)nc2cc(C)nn12, CC#N, ClCCl, O=C1CCC(=O)N1I. Yields the product CCCC(CCC)c1cc(C)nc2c(I)c(C)nn12. RXN SMILES: [CH2:1]([CH2:2][CH3:3])[CH:4]([CH2:5][CH2:6][CH3:7])[c:8]1[cH:9][c:10]([CH3:18])[n:11][c:12]2[n:13]1[n:14][c:15]([CH3:17])[cH:16]2.[CH3:27][C:28]#[N:29].[Cl:30][CH2:31][Cl:32].[I:19][N:20]1[C:21](=[O:22])[CH2:23][CH2:24][C:25]1=[O:26]>>[CH2:1]([CH2:2][CH3:3])[CH:4]([CH2:5][CH2:6][CH3:7])[c:8]1[cH:9][c:10]([CH3:18])[n:11][c:12]2[n:13]1[n:14][c:15]([CH3:17])[c:16]2[I:19]. Reactants: B(Br)(Br)Br (boron tribromide), COC1=CC=C(C=C1)C=1N=C2N(C1C1=CC=C(C=C1)OC)CCC2 (2,3-di(4-methoxyphenyl)-6,7-dihydro-5H-pyrrolo[1,2-a]imidazole). Solvent: C(Cl)Cl (methylene chloride), C(Cl)Cl (methylene chloride). Yields the product Br.OC1=CC=C(C=C1)C=1N=C2N(C1C1=CC=C(C=C1)O)CCC2 (2,3-di-(4-hydroxyphenyl)-6,7-dihydro-5H-pyrrolo[1,2-a]imidazole hydrobromide). Reaction SMILES: B(Br)(Br)[Br:2].C[O:6][C:7]1[CH:12]=[CH:11][C:10]([C:13]2[N:14]=[C:15]3[CH2:28][CH2:27][CH2:26][N:16]3[C:17]=2[C:18]2[CH:23]=[CH:22][C:21]([O:24]C)=[CH:20][CH:19]=2)=[CH:9][CH:8]=1>C(Cl)Cl>[BrH:2].[OH:6][C:7]1[CH:8]=[CH:9][C:10]([C:13]2[N:14]=[C:15]3[CH2:28][CH2:27][CH2:26][N:16]3[C:17]=2[C:18]2[CH:23]=[CH:22][C:21]([OH:24])=[CH:20][CH:19]=2)=[CH:11][CH:12]=1 |f:3.4|. Procedure details: A solution of 46.5 g (0.19 mol) of boron tribromide in about 240 ml of dry methylene chloride was added dropwise with stirring over a 90 minute period to a solution of 35.0 g (0.11 mol) of 2,3-di(4-methoxyphenyl)-6,7-dihydro-5H-pyrrolo[1,2-a]imidazole in 600 ml of dry methylene chloride maintained at -75° under a nitrogen atmosphere. The solution was then decanted and the remaining solid material was slurried with methylene chloride and water, collected by filtration and dried to give 2,3-di-(4-... The reactants are C([O-])(O)=O.[Na+] (Sodium bicarbonate), Cl.OC(CC[C@H](N)C(=O)O)CN (5-hydroxylysine hydrochloride), C(C1=CC=CC=C1)OC(=O)ON1C(=O)C2C3C=CC(C2C1=O)C3 (N-benzyloxycarbonyloxy-5-norbornen-2,3-dicarboximide). Solvent: O (water), C(C)#N (acetonitrile), C(C)#N (Acetonitrile). Reaction conditions: time 2 hour. The product is C(C1=CC=CC=C1)OC(=O)N[C@@H](CCC(CN)O)C(=O)O (N-Benzyloxycarbonyl-5-hydroxylysine). Yield: 33.3%. RXN SMILES: C(=O)(O)[O-].[Na+].Cl.[OH:7][CH:8]([CH2:16][NH2:17])[CH2:9][CH2:10][C@@H:11]([C:13]([OH:15])=[O:14])[NH2:12].[CH2:18]([O:25][C:26](ON1C(=O)C2C(C3CC2C=C3)C1=O)=[O:27])[C:19]1[CH:24]=[CH:23][CH:22]=[CH:21][CH:20]=1>O.C(#N)C>[CH2:18]([O:25][C:26]([NH:12][C@H:11]([C:13]([OH:15])=[O:14])[CH2:10][CH2:9][CH:8]([OH:7])[CH2:16][NH2:17])=[O:27])[C:19]1[CH:24]=[CH:23][CH:22]=[CH:21][CH:20]=1 |f:0.1,2.3|. Procedure: Sodium bicarbonate (4.2 g, 0.050 mol) and 5-hydroxylysine hydrochloride (2.50 g, 0.0126 mol) were dissolved in water (70 ml) with stirring at room temperature. Acetonitrile (40 ml) was added, followed by N-benzyloxycarbonyloxy-5-norbornen-2,3-dicarboximide (3.94 g, 0.0126 mol) in acetonitrile (30 ml) over 15 minutes. After 2 hours, most of the acetonitrile was removed in vacuo and the remaining solution was treated with hydrochloric acid to reduce the pH to 2.0. The solution was extracted with e... Reactants: O (water), C(C)(C)(C(C)C)[Si](Cl)(C)C (thexyldimethylchlorosilane), N1C=NC=C1 (imidazole), C1C(CC2=CC=CC=C12)=O (2-indanone). The solvent is CN(C)C=O (DMF). Conditions: time 2 day. Product: C(C)(C)(CCC)[Si](OC=1CC2=CC=CC=C2C1)(C)C (2-(t-hexyldimethylsiloxy)indene). Yield: 83.5%. As a reaction SMILES: [C:1]([Si:7]([CH3:10])([CH3:9])Cl)([CH:4](C)[CH3:5])([CH3:3])[CH3:2].N1C=CN=[CH:12]1.[CH2:16]1[C:24]2[C:19](=[CH:20][CH:21]=[CH:22][CH:23]=2)[CH2:18][C:17]1=[O:25].O>CN(C=O)C>[C:1]([Si:7]([CH3:10])([CH3:9])[O:25][C:17]1[CH2:18][C:19]2[C:24]([CH:16]=1)=[CH:23][CH:22]=[CH:21][CH:20]=2)([CH2:4][CH2:5][CH3:12])([CH3:3])[CH3:2]. Reported procedure: A solution of thexyldimethylchlorosilane (100.0 g, 559.3 mmol) and imidazole (38.08 g, 559.3 mmol) in DMF (350 mL) was reacted with 2-indanone (67.40 g, 510.0 mmol) and then stirred for two days at room temperature. The reaction mixture was treated with water (300 mL). and extracted with Et2O (3×200 mL). The combined organic phases were washed with water (2×200 mL) and dried over sodium sulfate. Evaporation of the solvents left a red oil. Distillation under reduced pressure gave 116.89 g (83.5%)... The reactants are COC1=CC=C2CCC=C(C2=C1)CCCN1C(C2=CC=CC=C2C1=O)=O (2-[3-(7-methoxy-3,4-dihydronaphthalen-1-yl)propyl]isoindole-1,3-dione), O.NN (hydrazine monohydrate). Solvent: C(C)O (ethanol). The product is COC1=CC=C2CCC=C(C2=C1)CCCN (3-(7-Methoxy-3,4-dihydronaphthalen-1-yl)propylamine). Yield: 77.1%. RXN SMILES: [CH3:1][O:2][C:3]1[CH:12]=[C:11]2[C:6]([CH2:7][CH2:8][CH:9]=[C:10]2[CH2:13][CH2:14][CH2:15][N:16]2C(=O)C3C(=CC=CC=3)C2=O)=[CH:5][CH:4]=1.O.NN>C(O)C>[CH3:1][O:2][C:3]1[CH:12]=[C:11]2[C:6]([CH2:7][CH2:8][CH:9]=[C:10]2[CH2:13][CH2:14][CH2:15][NH2:16])=[CH:5][CH:4]=1 |f:1.2|. Procedure: A mixture of 2-[3-(7-methoxy-3,4-dihydronaphthalen-1-yl)propyl]isoindole-1,3-dione (11.8 g, 34.0 mmol.) and hydrazine monohydrate (5.1 g, 0.1 mol.) was heated in ethanol (150 ml) for one hour under reflux. The reaction mixture was ice-cooled, then resulting insolubles were filtered off. The filtrate was concentrated under reduced pressure to afford the titled compound (5.7 g, yield 77%, oily). This compound was used for the subsequent reaction without further purification. Reactants: N(=NC(=O)N1CCCCC1)C(=O)N1CCCCC1 (1,1′-(azodicarbonyl)dipiperidine), OC1=CC=C(C=C1)CCC(=O)OC (methyl 3-(4-hydroxyphenyl)propanoate), CN1N=C(C(=C1C)C=1C=C(C=CC1)CO)C ([3-(1,3,5-trimethyl-1H-pyrazol-4-yl)phenyl]methanol), C(CCC)P(CCCC)CCCC (tributylphosphine). The solvent is C1(=CC=CC=C1)C (toluene), CCCCCC (Hexane). Reaction conditions: time 22 hour. Product: CN1N=C(C(=C1C)C=1C=C(COC2=CC=C(C=C2)CCC(=O)OC)C=CC1)C (methyl 3-(4-{[3-(1,3,5-trimethyl-1H-pyrazol-4-yl)benzyl]oxy}phenyl)propanoate). Yield: 53.6%. Reaction SMILES: [OH:1][C:2]1[CH:7]=[CH:6][C:5]([CH2:8][CH2:9][C:10]([O:12][CH3:13])=[O:11])=[CH:4][CH:3]=1.[CH3:14][N:15]1[C:19]([CH3:20])=[C:18]([C:21]2[CH:22]=[C:23]([CH2:27]O)[CH:24]=[CH:25][CH:26]=2)[C:17]([CH3:29])=[N:16]1.C(P(CCCC)CCCC)CCC.N(C(N1CCCCC1)=O)=NC(N1CCCCC1)=O>C1(C)C=CC=CC=1.CCCCCC>[CH3:14][N:15]1[C:19]([CH3:20])=[C:18]([C:21]2[CH:22]=[C:23]([CH:24]=[CH:25][CH:26]=2)[CH2:27][O:1][C:2]2[CH:3]=[CH:4][C:5]([CH2:8][CH2:9][C:10]([O:12][CH3:13])=[O:11])=[CH:6][CH:7]=2)[C:17]([CH3:29])=[N:16]1. Procedure details: A solution of methyl 3-(4-hydroxyphenyl)propanoate (0.541 g, 3.00 mmol), [3-(1,3,5-trimethyl-1H-pyrazol-4-yl)phenyl]methanol (0.433 g, 2.00 mmol) and tributylphosphine (0.747 mL, 3.00 mmol) in toluene (30 mL) was stirred under ice-cooling, and 1,1′-(azodicarbonyl)dipiperidine (0.757 g, 3.00 mmol) was added by small portions. The mixture was allowed to warm to room temperature and the mixture was stirred for 22 hr. Hexane (15 mL) was added to the reaction mixture. The precipitated insoluble mater... Reactants: CN1CCOCC1 (4-methylmorpholine), [F-].C(CCC)[N+](CCCC)(CCCC)CCCC (tetrabutylammonium fluoride), O\N=C(\C1=CC=C(C=C1)[N+](=O)[O-])/N ((Z)—N′-hydroxy-4-nitrobenzimidamide), CC(CC(=O)Cl)(C)C (3,3-dimethylbutanoyl chloride). Run in ClCCl (dichloromethane), C(C)(=O)OCC (ethyl acetate). Reaction conditions: time 1 hour. Yields the product C(C(C)(C)C)C1=NC(=NO1)C1=CC=C(C=C1)[N+](=O)[O-] (5-neopentyl-3-(4-nitrophenyl)-1,2,4-oxadiazole). RXN SMILES: [OH:1]/[N:2]=[C:3](\[NH2:13])/[C:4]1[CH:9]=[CH:8][C:7]([N+:10]([O-:12])=[O:11])=[CH:6][CH:5]=1.CN1CCOCC1.[CH3:21][C:22]([CH3:28])([CH3:27])[CH2:23][C:24](Cl)=O.[F-].C([N+](CCCC)(CCCC)CCCC)CCC>ClCCl.C(OCC)(=O)C>[CH2:23]([C:24]1[O:1][N:2]=[C:3]([C:4]2[CH:5]=[CH:6][C:7]([N+:10]([O-:12])=[O:11])=[CH:8][CH:9]=2)[N:13]=1)[C:22]([CH3:28])([CH3:27])[CH3:21] |f:3.4|. Procedure details: To a suspension of (Z)—N′-hydroxy-4-nitrobenzimidamide (0.500 g, 2.76 mmol) in dichloromethane (6 ml) was added 4-methylmorpholine (0.455 ml, 4.14 mmol) followed by 3,3-dimethylbutanoyl chloride (0.422 ml, 3.04 mmol). After 1 hour, the crude reaction mixture was purified by normal phase chromatography and the collected intermediate was dissolved in dichloromethane (8 ml) and treated with tetrabutylammonium fluoride (1.0M in THF) (8.28 ml, 8.28 mmol). After 3 hours at room temperature, the mixtur...